Dataset: the Open Reaction Database (ORD), a public repository of structured organic reaction records. Task: describe an organic reaction: reactants, conditions, products, and yield Reaction SMILES: Cl[S:2]([C:5]1[S:6][CH:7]=[CH:8][C:9]=1[C:10]1[CH:15]=[CH:14][C:13]2[O:16][CH2:17][O:18][C:12]=2[CH:11]=1)(=[O:4])=[O:3].[NH2:19][C:20]1[O:24][N:23]=[C:22]([CH3:25])[C:21]=1[Br:26]>>[Br:26][C:21]1[C:22]([CH3:25])=[N:23][O:24][C:20]=1[NH:19][S:2]([C:5]1[S:6][CH:7]=[CH:8][C:9]=1[C:10]1[CH:15]=[CH:14][C:13]2[O:16][CH2:17][O:18][C:12]=2[CH:11]=1)(=[O:4])=[O:3]. Starting materials: ClS(=O)(=O)C=1SC=CC1C1=CC2=C(C=C1)OCO2 (2-chlorosulfonyl-3-[3,4-(methylenedioxy)phenyl]thiophene), NC1=C(C(=NO1)C)Br (5-amino-4-bromo-3-methylisoxazole). Reported procedure: N-(4-bromo-3-methyl-5-isoxazolyl)-3-[3,4-(methylenedioxy)phenyl]thiophene-2-sulfonamide was prepared in the same manner as described in Example 1 by reaction of 2-chlorosulfonyl-3-[3,4-(methylenedioxy)phenyl]thiophene with 5-amino-4-bromo-3-methylisoxazole resulting in a 60% yield, m.p. 183°-186° C. Yields the product BrC=1C(=NOC1NS(=O)(=O)C=1SC=CC1C1=CC2=C(C=C1)OCO2)C (N-(4-bromo-3-methyl-5-isoxazolyl)-3-[3,4-(methylenedioxy)phenyl]thiophene-2-sulfonamide). Isolated yield 60.0%. The reactants are CN1CCNCC1, COc1ccccc1, [Cl-], [Cl-], [Cl-], [Cl-], CCOC(=O)c1c(Nc2ccccc2N)sc2cc(OC)ccc12, [Ti+4]. Product: COc1ccc2c3c(sc2c1)Nc1ccccc1N=C3N1CCN(C)CC1. As a reaction SMILES: [CH3:25][N:26]1[CH2:27][CH2:28][NH:29][CH2:30][CH2:31]1.[CH3:32][O:33][c:34]1[cH:35][cH:36][cH:37][cH:38][cH:39]1.[Cl-:40].[Cl-:41].[Cl-:42].[Cl-:43].[NH2:1][c:2]1[c:3]([NH:4][c:5]2[c:6]([C:16]([O:17][CH2:18][CH3:19])=[O:20])[c:7]3[c:8]([s:9]2)[cH:10][c:11]([O:14][CH3:15])[cH:12][cH:13]3)[cH:21][cH:22][cH:23][cH:24]1.[Ti+4:44]>>[N:1]1=[C:16]([N:29]2[CH2:28][CH2:27][N:26]([CH3:25])[CH2:31][CH2:30]2)[c:6]2[c:5]([s:9][c:8]3[c:7]2[cH:13][cH:12][c:11]([O:14][CH3:15])[cH:10]3)[NH:4][c:3]2[c:2]1[cH:24][cH:23][cH:22][cH:21]2. The reactants are ClC1=C(C=CC=C1)N1C=2N(C3=NC(=NC=C3C1=O)S(=O)C)C=CN2 (4-(2-Chloro-phenyl)-8-methanesulfinyl-4H-3,4,7,9,9b-pentaaza-cyclopenta[a]naphthalen-5-one), O1CCN(CC1)CC1=CC=C(N)C=C1 (4-(morpholinomethyl)aniline). Product: ClC1=C(C=CC=C1)N1C=2N(C3=C(C1=O)C=NC(=N3)NC3=CC=C(C=C3)CN3CCOCC3)C=CN2 (6-(2-chlorophenyl)-2-{[4-(morpholin-4-ylmethyl)phenyl]amino}imidazo[1,2-a]pyrimido[5,4-e]pyrimidin-5(6H)-one). As a reaction SMILES: [Cl:1][C:2]1[CH:7]=[CH:6][CH:5]=[CH:4][C:3]=1[N:8]1[C:17](=[O:18])[C:16]2[C:11](=[N:12][C:13](S(C)=O)=[N:14][CH:15]=2)[N:10]2[CH:22]=[CH:23][N:24]=[C:9]12.[O:25]1[CH2:30][CH2:29][N:28]([CH2:31][C:32]2[CH:38]=[CH:37][C:35]([NH2:36])=[CH:34][CH:33]=2)[CH2:27][CH2:26]1>>[Cl:1][C:2]1[CH:7]=[CH:6][CH:5]=[CH:4][C:3]=1[N:8]1[C:17](=[O:18])[C:16]2[CH:15]=[N:14][C:13]([NH:36][C:35]3[CH:34]=[CH:33][C:32]([CH2:31][N:28]4[CH2:27][CH2:26][O:25][CH2:30][CH2:29]4)=[CH:38][CH:37]=3)=[N:12][C:11]=2[N:10]2[CH:22]=[CH:23][N:24]=[C:9]12. Procedure details: A mixture of Example 1E (0.060 g, 0.167 mmol) and 4-(morpholinomethyl)aniline (0.051 g, 0.267 mmol) was heated in a capped vial at 90° C. for 1 hour. The crude material was purified by HPLC (see protocol in Example 1F). The TFA salt was treated with saturated aqueous NaHCO3 and extracted into ethyl acetate. The organic layer was dried over MgSO4, filtered, concentrated, and purified on a 12 g column using the ISCO Companion flash system eluting with methanol/ethyl acetate (5:95 to 10:90) to prov... The reactants are C(C)(=O)N1CCCC2=CC=C(C=C12)C=1SC(=C(N1)C(=O)OCC)C1=CC=C(C=C1)OC (ethyl 2-(1-acetyl-1,2,3,4-tetrahydroquinolin-7-yl)-5-(4-methoxyphenyl)thiazole-4-carboxylate), [OH-].[K+] (KOH), CO (MeOH). The solvent is O (water). Reaction conditions: temperature 55 celsius, time 48 hour. Yields the product COC1=CC=C(C=C1)C1=C(N=C(S1)C1=CC=C2CCCNC2=C1)C(=O)O (5-(4-methoxyphenyl)-2-(1,2,3,4-tetrahydroquinolin-7-yl)thiazole-4-carboxylic acid). The yield is 86.0%. Reaction SMILES: C([N:4]1[C:13]2[C:8](=[CH:9][CH:10]=[C:11]([C:14]3[S:15][C:16]([C:24]4[CH:29]=[CH:28][C:27]([O:30][CH3:31])=[CH:26][CH:25]=4)=[C:17]([C:19]([O:21]CC)=[O:20])[N:18]=3)[CH:12]=2)[CH2:7][CH2:6][CH2:5]1)(=O)C.[OH-].[K+].CO>O>[CH3:31][O:30][C:27]1[CH:28]=[CH:29][C:24]([C:16]2[S:15][C:14]([C:11]3[CH:12]=[C:13]4[C:8]([CH2:7][CH2:6][CH2:5][NH:4]4)=[CH:9][CH:10]=3)=[N:18][C:17]=2[C:19]([OH:21])=[O:20])=[CH:25][CH:26]=1 |f:1.2|. Procedure: To ethyl 2-(1-acetyl-1,2,3,4-tetrahydroquinolin-7-yl)-5-(4-methoxyphenyl)thiazole-4-carboxylate (1K) (0.483 g, 1.11 mmol) and KOH (1.24 g, 22.1 mmol) was added MeOH (10 mL) and water (45 mL). The reaction mixture was allowed to heat to 55° C. and stirred 48 hours. The reaction was monitored by LCMS. To the reaction mixture was added (0.5 g, 8.9 mmol). The reaction mixture was allowed to heat to 55° C. and stirred for 24 hours. The reaction mixture was cooled to rt and concentrated under reduced ... The reactants are COC1=CC=C(C=C1)C=1N=NC(=CC1C1=CC=C(C=C1)OC)Cl (3,4-bis(4-methoxyphenyl)-6-chloropyridazine), [N+](=O)([O-])C=1C=C(C=CC1)O (3-nitrophenol). Product: COC1=CC=C(C=C1)C=1N=NC(=CC1C1=CC=C(C=C1)OC)OC1=CC(=CC=C1)[N+](=O)[O-] (3,4-bis(4-methoxyphenyl)-6-(3-nitrophenoxy)pyridazine), prisms. Yield: 99.9%. Reaction SMILES: [CH3:1][O:2][C:3]1[CH:8]=[CH:7][C:6]([C:9]2[N:10]=[N:11][C:12](Cl)=[CH:13][C:14]=2[C:15]2[CH:20]=[CH:19][C:18]([O:21][CH3:22])=[CH:17][CH:16]=2)=[CH:5][CH:4]=1.[N+:24]([C:27]1[CH:28]=[C:29]([OH:33])[CH:30]=[CH:31][CH:32]=1)([O-:26])=[O:25]>>[CH3:1][O:2][C:3]1[CH:8]=[CH:7][C:6]([C:9]2[N:10]=[N:11][C:12]([O:33][C:29]3[CH:30]=[CH:31][CH:32]=[C:27]([N+:24]([O-:26])=[O:25])[CH:28]=3)=[CH:13][C:14]=2[C:15]2[CH:20]=[CH:19][C:18]([O:21][CH3:22])=[CH:17][CH:16]=2)=[CH:5][CH:4]=1. Reported procedure: In a similar manner as in Example 2, 3,4-bis(4-methoxyphenyl)-6-chloropyridazine (106.9 mg, 0.327 mmol) and 3-nitrophenol were reacted as starting materials at 150° C. for 17 hours and post-treatment was then conducted, whereby the title compound was obtained as pale yellow prisms (140.4 mg, 99.9%). Melting point: 172.2-174.0° C. (ethyl acetate-diethyl ether-hexane).